describe an organic reaction: reactants, conditions, products, and yield From a dataset of the Open Reaction Database (ORD), a public repository of structured organic reaction records. The product is CN(CCN1C(=O)c2ccccc2C1=O)Cc1ccc2ccccc2n1. As a reaction SMILES: [C:29]([O:30][BH-:31]([O:32][C:33](=[O:34])[CH3:35])[O:36][C:37](=[O:38])[CH3:39])(=[O:40])[CH3:41].[CH3:2][NH:3][CH2:4][CH2:5][N:6]1[C:7](=[O:16])[c:8]2[cH:9][cH:10][cH:11][cH:12][c:13]2[C:14]1=[O:15].[CH3:43][C:44](=[O:45])[OH:46].[Cl:47][CH2:48][Cl:49].[ClH:1].[Na+:42].[n:17]1[c:18]([CH:27]=[O:28])[cH:19][cH:20][c:21]2[cH:22][cH:23][cH:24][cH:25][c:26]12>>[CH3:2][N:3]([CH2:4][CH2:5][N:6]1[C:7](=[O:16])[c:8]2[cH:9][cH:10][cH:11][cH:12][c:13]2[C:14]1=[O:15])[CH2:27][c:18]1[n:17][c:26]2[c:21]([cH:20][cH:19]1)[cH:22][cH:23][cH:24][cH:25]2. Starting materials: CC(=O)O[BH-](OC(C)=O)OC(C)=O, CNCCN1C(=O)c2ccccc2C1=O, CC(=O)O, ClCCl, Cl, [Na+], O=Cc1ccc2ccccc2n1. As a reaction SMILES: [NH2:1][C:2]1[N:6]=[C:5]([CH3:7])[NH:4][N:3]=1.[F:8][C:9]([F:22])([F:21])[C:10](=O)[CH2:11][C:12]([C:14]1[CH:15]=[N:16][CH:17]=[CH:18][CH:19]=1)=O>C(O)(=O)C>[CH3:7][C:5]1[N:6]=[C:2]2[N:1]=[C:10]([C:9]([F:22])([F:8])[F:21])[CH:11]=[C:12]([C:14]3[CH:15]=[N:16][CH:17]=[CH:18][CH:19]=3)[N:3]2[N:4]=1. Procedure details: A reaction mixture of 0.986 g of 3-amino-5-methyl-1,2,4-triazole and 2.178 g of 4,4,4-trifluoro-1-(3-pyridyl)-1,3-butanedione in 25 ml of glacial acetic acid was refluxed for 4 hours. The mixture was then evaporated to dryness in vacuo and gave a crystalline residue. This residue was partitioned between a saturated aqueous sodium bicarbonate solution and dichloromethane and the procedure of Example 1 was continued to give 1.33 g of the desired product as colorless crystals, mp 195°-197° C. Yields the product CC1=NN2C(N=C(C=C2C=2C=NC=CC2)C(F)(F)F)=N1 (2-Methyl-7-(3-pyridinyl)-5-(trifluoromethyl)[1,2,4]triazolo[1,5-a]pyrimidin). Isolated yield 47.5%. The solvent is C(C)(=O)O (acetic acid). Starting materials: NC1=NNC(=N1)C (3-amino-5-methyl-1,2,4-triazole), FC(C(CC(=O)C=1C=NC=CC1)=O)(F)F (4,4,4-trifluoro-1-(3-pyridyl)-1,3-butanedione). The reactants are C(C)OC(=O)C1(CN(CCC1)C(=O)OC(C)(C)C)C(C[N+](=O)[O-])C=1C=NC=CC1 (3-(2-Nitro-1-pyridin-3-yl-ethyl)piperidine-1,3-dicarboxylic acid 1-tert-butyl ester 3-ethyl ester), [BH4-].[Na+] (Sodium borohydride). The reagents and catalysts are O.O.O.O.O.O.[Ni](Cl)Cl (nickel chloride hexahydrate). The solvent is CO (MeOH). Conditions: temperature 0 celsius, time 30 minute. The product is C(C)OC(=O)C1(CN(CCC1)C(=O)OC(C)(C)C)C(CN)C=1C=NC=CC1 (3-(2-Amino-1-pyridin-3-yl-ethyl)-piperidine-1,3-dicarboxylic acid 1-tert-butyl ester 3-ethyl ester). As a reaction SMILES: [CH2:1]([O:3][C:4]([C:6]1([CH:19]([C:24]2[CH:25]=[N:26][CH:27]=[CH:28][CH:29]=2)[CH2:20][N+:21]([O-])=O)[CH2:11][CH2:10][CH2:9][N:8]([C:12]([O:14][C:15]([CH3:18])([CH3:17])[CH3:16])=[O:13])[CH2:7]1)=[O:5])[CH3:2].[BH4-].[Na+]>CO.O.O.O.O.O.O.[Ni](Cl)Cl>[CH2:1]([O:3][C:4]([C:6]1([CH:19]([C:24]2[CH:25]=[N:26][CH:27]=[CH:28][CH:29]=2)[CH2:20][NH2:21])[CH2:11][CH2:10][CH2:9][N:8]([C:12]([O:14][C:15]([CH3:18])([CH3:16])[CH3:17])=[O:13])[CH2:7]1)=[O:5])[CH3:2] |f:1.2,4.5.6.7.8.9.10|. Reported procedure: To a solution of 3-(2-Nitro-1-pyridin-3-yl-ethyl)piperidine-1,3-dicarboxylic acid 1-tert-butyl ester 3-ethyl ester (2.92 g, 7.17 mmol) in MeOH (60 ml) was added nickel chloride hexahydrate (1.70 g, 7.17 mmol) and the mixture was cooled in an ice bath. Sodium borohydride (1.08 g, 28.7 mmol) was portionwise added over 30 minutes and the resulting suspension was stirred for further 30 minutes at 0° C. The reaction was quenched with saturated NH4Cl solution (30 ml) and MeOH was removed in vacuo. The... Reactants: compound, C(C1=CC=CC=C1)OC=1OC=2C(=NC=C(C2)Br)N1 (2-benzyloxy-6-bromooxazolo[4,5-b]pyridine), BrC=1C=C2C(=NC1)N(C(O2)=O)C (6-bromo-3-methyloxazolo[4,5-b]pyridin-2(3H)-one). The product is C(C)(=O)C=1C=C2C(=NC1)N=C(O2)OCC2=CC=CC=C2 (6-acetyl-2-benzyloxyoxazolo[4,5-b]pyridine). As a reaction SMILES: [CH2:1]([O:8][C:9]1[O:10][C:11]2[C:12]([N:18]=1)=[N:13][CH:14]=[C:15](Br)[CH:16]=2)[C:2]1[CH:7]=[CH:6][CH:5]=[CH:4][CH:3]=1.BrC1[CH:21]=[C:22]2[O:28]C(=O)N(C)C2=NC=1>>[C:22]([C:15]1[CH:16]=[C:11]2[O:10][C:9]([O:8][CH2:1][C:2]3[CH:7]=[CH:6][CH:5]=[CH:4][CH:3]=3)=[N:18][C:12]2=[N:13][CH:14]=1)(=[O:28])[CH3:21]. Reported procedure: The method of operation is the same as that used for the synthesis of the compound of Example 1 (coupling with 1-ethoxy-1-(trimethylstannyl)ethylene), 2-benzyloxy-6-bromooxazolo[4,5-b]pyridine from Preparation 4 being used instead of the 6-bromo-3-methyloxazolo[4,5-b]pyridin-2(3H)-one from Preparation 2. The yield obtained is 78%. ##STR49## Reactants: C(C)(C)(C)C1=NN(C(=C1)NC(C1=CC=CC=C1)(C1=CC=CC=C1)C1=CC=CC=C1)CC1COCC1 (3-tert-butyl-1-((tetrahydrofuran-3-yl)methyl)-N-trityl-1H-pyrazol-5-amine), Cl (hydrogen chloride). Run in C(C)(=O)OCC (ethyl acetate). Run at temperature 20 celsius, time 2 hour. Product: C(C)(C)(C)C1=NN(C(=C1)N)CC1COCC1 (3-tert-butyl-1-((tetrahydrofuran-3-yl)methyl)-1H-pyrazol-5-amine), hydrogen chloride salt. Isolated yield 61.0%. RXN SMILES: [C:1]([C:5]1[CH:9]=[C:8]([NH:10]C(C2C=CC=CC=2)(C2C=CC=CC=2)C2C=CC=CC=2)[N:7]([CH2:30][CH:31]2[CH2:35][CH2:34][O:33][CH2:32]2)[N:6]=1)([CH3:4])([CH3:3])[CH3:2].Cl>C(OCC)(=O)C>[C:1]([C:5]1[CH:9]=[C:8]([NH2:10])[N:7]([CH2:30][CH:31]2[CH2:35][CH2:34][O:33][CH2:32]2)[N:6]=1)([CH3:4])([CH3:2])[CH3:3]. Reported procedure: In a 200 mL round-bottomed flask, to a solution of Example 85C (6.24 g, 13.4 mmol) in ethyl acetate (20 mL) was added hydrogen chloride (4 N in dioxane, 20 mL) and stirred at 20° C. for 2 hours. The reaction was concentrated and triturated with ethyl acetate. The solid was collected and dried to provide the title compound as the hydrogen chloride salt (2.12 g, 61%). 1H NMR (500 MHz, DMSO-d6) δ ppm 1.28 (s, 9H) 1.61-1.69 (m, 1H) 1.81-1.89 (m, 1H) 2.73-2.81 (m, 1H) 3.45 (dd, J=8.85, 5.80 Hz, 1H) 3...